This data is from the Open Reaction Database (ORD), a public repository of structured organic reaction records. The task is: describe an organic reaction: reactants, conditions, products, and yield Starting materials: [I-].C[S+](=O)(C)C (trimethylsulfoxonium iodide), acetic ice water, [OH-].[Na+] (sodium hydroxide), F[C@@H]1[C@@H]2[C@]3(C=CC(C=C3C=C[C@H]2[C@@H]2CC[C@](C(C)=O)([C@]2(C1)C)O)=O)C (11β-fluoro-17-hydroxy-1,4,6-pregnatriene-3,20-dione). Run in CS(=O)C (dimethyl sulfoxide). Run at time 4.5 hour. Product: F[C@@H]1[C@@H]2[C@]3([C@@H]4[C@H](C(C=C3C=C[C@H]2[C@@H]2CC[C@](C(C)=O)([C@]2(C1)C)O)=O)C4)C (11β-fluoro-17-hydroxy-1α,2α -methylene-4,6-pregnadiene-3,20-dione). RXN SMILES: [I-].[CH3:2][S+](C)(C)=O.[OH-].[Na+].[F:9][C@H:10]1[CH2:29][C@@:28]2([CH3:30])[C@@H:21]([CH2:22][CH2:23][C@:24]2([OH:31])[C:25](=[O:27])[CH3:26])[C@H:20]2[C@H:11]1[C@:12]1([CH3:33])[C:17]([CH:18]=[CH:19]2)=[CH:16][C:15](=[O:32])[CH:14]=[CH:13]1>CS(C)=O>[F:9][C@H:10]1[CH2:29][C@@:28]2([CH3:30])[C@@H:21]([CH2:22][CH2:23][C@:24]2([OH:31])[C:25](=[O:27])[CH3:26])[C@H:20]2[C@H:11]1[C@:12]1([CH3:33])[C:17]([CH:18]=[CH:19]2)=[CH:16][C:15](=[O:32])[C@@H:14]2[CH2:2][C@H:13]12 |f:0.1,2.3|. Procedure details: One gram of trimethylsulfoxonium iodide in 30 ml. of dimethyl sulfoxide is agitated under nitrogen for 30 minutes with 200 mg. of pulverized sodium hydroxide. Then, 1.6 g. of 11β-fluoro-17-hydroxy-1,4,6-pregnatriene-3,20-dione is added to the reaction mixture. After 4.5 hours, the reaction mixture is stirred into acetic ice/water. The precipitate is vacuum-filtered, taken up in methylene chloride, and dried over sodium sulfate. After chromatographing the crude product on silica gel with acetone/... As a reaction SMILES: [CH2:1]([S:8][CH2:9][CH:10]1[O:16][CH:15]2[N:12]([C:13](=[O:17])[CH2:14]2)[CH2:11]1)[C:2]1[CH:7]=[CH:6][CH:5]=[CH:4][CH:3]=1.ClC1C=CC=C(C(OO)=[O:26])C=1.C(=O)([O-])O.[Na+]>ClCCl>[CH2:1]([S:8]([CH2:9][CH:10]1[O:16][CH:15]2[N:12]([C:13](=[O:17])[CH2:14]2)[CH2:11]1)=[O:26])[C:2]1[CH:7]=[CH:6][CH:5]=[CH:4][CH:3]=1 |f:2.3|. Yields the product C(C1=CC=CC=C1)S(=O)CC1CN2C(CC2O1)=O ((3RS,5SR)-3-Benzylsulfinylmethyl-4-oxa-1-azabicyclo[3,2,0]heptan-7-one). Reactants: C(O)([O-])=O.[Na+] (Sodium hydrogen carbonate), C(C1=CC=CC=C1)SCC1CN2C(CC2O1)=O ((3RS, 5SR)-3-Benzylthiomethyl-4-oxa-1-azabicyclo[3,2,0] heptan-7-one), ClC1=CC(=CC=C1)C(=O)OO (m-Chloroperbenzoic acid). Conditions: time 1 hour. Reported procedure: To the solution of (3RS, 5SR)-3-Benzylthiomethyl-4-oxa-1-azabicyclo[3,2,0] heptan-7-one (926 mg) in Dichloromethane (10 ml), the solution of m-Chloroperbenzoic acid (72%, 755 mg) in Dichloromethane (30 ml) was added dropwise under ice-cooling and stirred at same condition for 1 hr. The reaction mixture was poured into aqueous Sodium hydrogen carbonate, extracted with Chloroform, and dried over Sodium sulfate. The reaction mixture was purified by column (Ethyl acetate+Acetone 5:1). Yield: 570 mg ... The solvent is ClCCl (Dichloromethane), ClCCl (Dichloromethane). The reactants are CC1(C)OC(=O)N2CCNCC21, O=C=Nc1ccc(F)cc1, C1CCOC1. Product: CC1(C)OC(=O)N2CCN(C(=O)Nc3ccc(F)cc3)CC21. As a reaction SMILES: [CH3:1][C:2]1([CH3:12])[O:3][C:4](=[O:11])[N:5]2[CH:6]1[CH2:7][NH:8][CH2:9][CH2:10]2.[F:13][c:14]1[cH:15][cH:16][c:17]([N:20]=[C:21]=[O:22])[cH:18][cH:19]1.[O:23]1[CH2:24][CH2:25][CH2:26][CH2:27]1>>[CH3:1][C:2]1([CH3:12])[O:3][C:4](=[O:11])[N:5]2[CH:6]1[CH2:7][N:8]([C:21]([NH:20][c:17]1[cH:16][cH:15][c:14]([F:13])[cH:19][cH:18]1)=[O:22])[CH2:9][CH2:10]2. Starting materials: B(F)(F)F.CCOCC (boron trifluoride etherate), OC1=CC=C2C=C(C(OC2=C1)C(F)(F)F)C(=O)OCC (ethyl 7-hydroxy-2-(trifluoromethyl)-2H-chromene-3-carboxylate), C1CCCCC1 (cyclohexane), C([O-])(O)=O.[Na+] (sodium bicarbonate). Conditions: time 8 hour. Yields the product C(C)(C)(C)OC1=CC=C2C=C(C(OC2=C1)C(F)(F)F)C(=O)OCC (ethyl 7-tert-butoxy-2-(trifluoromethyl)-2H-chromene-3-carboxylate). Yield: 56.0%. Reaction SMILES: [OH:1][C:2]1[CH:11]=[C:10]2[C:5]([CH:6]=[C:7]([C:16]([O:18][CH2:19][CH3:20])=[O:17])[CH:8]([C:12]([F:15])([F:14])[F:13])[O:9]2)=[CH:4][CH:3]=1.B(F)(F)F.[CH3:25]COCC.C(=O)(O)[O-].[Na+].[CH2:35]1[CH2:40][CH2:39]CCC1>>[C:40]([O:1][C:2]1[CH:11]=[C:10]2[C:5]([CH:6]=[C:7]([C:16]([O:18][CH2:19][CH3:20])=[O:17])[CH:8]([C:12]([F:15])([F:13])[F:14])[O:9]2)=[CH:4][CH:3]=1)([CH3:39])([CH3:35])[CH3:25] |f:1.2,3.4|. Reported procedure: Ethyl 7-hydroxy-2-(trifluoromethyl)-2H-chromene-3-carboxylate from Example 1a, Step 1 (2.0 g, 6.94 mmole) was treated with t-butyl trichloroacetaimidate in cyclohexane at room temperature. After addition of a catalytic amount of boron trifluoride etherate (139 uL), the mixture (orange solid precipitated) was stirred at room temperature overnight. Solid sodium bicarbonate (2.33 g, 27.76 mmole) was added into the mixture. The mixture was passed through the silica plug and was washed with 6% ethyl ... Starting materials: S(C1=CC=CC(=C1)N(C)C)C. Reagents/catalysts: N=1C=CC(=CC1C=2N=CC=C(C2)C)C, O1B(OC(C)(C)C1(C)C)B2OC(C)(C)C(O2)(C)C, C[OH2+].C[OH2+].C1CC=CCCC=C1.C1CC=CCCC=C1.[Ir].[Ir]. The solvent is C=1C=C(C=CC1C)C. Conditions: temperature 55 celsius, time 24 hour. Product: O1B(OC(C)(C)C1(C)C)C2=CC(SC)=CC(=C2)N(C)C. Yield: 63.0%. Procedure details: dtbpy: A mixture of ortho- and meta-borylated products (92 mg, 63% yield, ortho/meta + para = <0.01); meta-Isomer (5h) were obtained by further purification by GPC (88 mg, 60% yield), yellow solid; Reactants: C(=S)=S (carbon disulfide), [H-].[Na+] (sodium hydride), C(C=C)OC(=O)N1C[C@@H](C[C@H]1C(C=1N2C(SC1)=CN=C2)O)O[Si](C)(C)C(C)(C)C ((3R,5S)-1-allyloxycarbonyl-3-t-butyldimethylsilyloxy-5-[1-hydroxy-1-(imidazo[5,1-b]thiazol-3-yl)methyl]pyrrolidine), CI (Methyl iodide). Reagents/catalysts: N1C=NC=C1 (Imidazole). The solvent is O (Water), C1CCOC1 (THF). Reaction conditions: time 20 minute. Yields the product C(C=C)OC(=O)N1C[C@@H](C[C@@H]1C(OC(=S)C)C=1N2C(SC1)=CN=C2)O[Si](C)(C)C(C)(C)C ((3R,5R)-1-allyloxycarbonyl-3-t-butyldimethylsilyloxy-5-[1-(imidazo[5,1-b]thiazol-3-yl)-1-(methylthiocarbonyloxy)methyl]pyrrolidine). Reaction SMILES: [C:1](=[S:3])=S.[H-].[Na+].[CH2:6]([O:9][C:10]([N:12]1[C@H:16]([CH:17]([OH:26])[C:18]2[N:19]3[CH:25]=[N:24][CH:23]=[C:20]3[S:21][CH:22]=2)[CH2:15][C@@H:14]([O:27][Si:28]([C:31]([CH3:34])([CH3:33])[CH3:32])([CH3:30])[CH3:29])[CH2:13]1)=[O:11])[CH:7]=[CH2:8].[CH3:35]I>C1COCC1.N1C=CN=C1.O>[CH2:6]([O:9][C:10]([N:12]1[C@@H:16]([CH:17]([C:18]2[N:19]3[CH:25]=[N:24][CH:23]=[C:20]3[S:21][CH:22]=2)[O:26][C:1]([CH3:35])=[S:3])[CH2:15][C@@H:14]([O:27][Si:28]([C:31]([CH3:34])([CH3:33])[CH3:32])([CH3:29])[CH3:30])[CH2:13]1)=[O:11])[CH:7]=[CH2:8] |f:1.2|. Procedure: Imidazole (2.7 mg), 0.53 ml of carbon disulfide, and 128 mg of sodium hydride are successively added to a solution of 1.28 g of (3R,5S)-1-allyloxycarbonyl-3-t-butyldimethylsilyloxy-5-[1-hydroxy-1-(imidazo[5,1-b]thiazol-3-yl)methyl]pyrrolidine (a diastereomer mixture), described in Synthesis Example 7-a), in 20 ml of dry THF under ice cooling, and the mixture is stirred at that temperature for 20 min. Methyl iodide (0.19 ml) is added dropwise to the mixed solution, and the temperature of the mixt...